From a dataset of the Open Reaction Database (ORD), a public repository of structured organic reaction records. describe an organic reaction: reactants, conditions, products, and yield Reactants: C(C)OC(COC=1C=C2CCC3=C(N=C(S3)S)C2=CC1)=O (ethyl[(2-mercapto-4,5-dihydronaphtho[1,2-d]thiazol-7-yl)oxy]acetate), C1(=CC=CC=C1)C(CCI)C1=CC=CC=C1 (3,3-diphenylpropyl iodide). Product: C1(=CC=CC=C1)C(CCSC=1SC2=C(N1)C1=CC=C(C=C1CC2)OCC(=O)O)C2=CC=CC=C2 ([[2-(3,3-Diphenylpropyl)thio-4,5-dihydronaphtho[1,2-d]thiazol-7-yl]oxy]acetic Acid). Yield: 54.0%. As a reaction SMILES: C([O:3][C:4](=[O:21])[CH2:5][O:6][C:7]1[CH:8]=[C:9]2[C:18](=[CH:19][CH:20]=1)[C:13]1[N:14]=[C:15]([SH:17])[S:16][C:12]=1[CH2:11][CH2:10]2)C.[C:22]1([CH:28]([C:32]2[CH:37]=[CH:36][CH:35]=[CH:34][CH:33]=2)[CH2:29][CH2:30]I)[CH:27]=[CH:26][CH:25]=[CH:24][CH:23]=1>>[C:22]1([CH:28]([C:32]2[CH:33]=[CH:34][CH:35]=[CH:36][CH:37]=2)[CH2:29][CH2:30][S:17][C:15]2[S:16][C:12]3[CH2:11][CH2:10][C:9]4[C:18](=[CH:19][CH:20]=[C:7]([O:6][CH2:5][C:4]([OH:3])=[O:21])[CH:8]=4)[C:13]=3[N:14]=2)[CH:27]=[CH:26][CH:25]=[CH:24][CH:23]=1. Procedure details: Using ethyl[(2-mercapto-4,5-dihydronaphtho[1,2-d]thiazol-7-yl)oxy]acetate and 3,3-diphenylpropyl iodide, the procedure of Example 1 was otherwise repeated to synthesize the title compound. Yield 54%. Starting materials: crude product, BrBr (bromine), CC1(C(C2=CC(=CC=C2CC1)[N+](=O)[O-])=O)C (2,2-dimethyl-7-nitro-3,4-dihydro-1(2H)-naphthalenone), [Cl-].[NH4+] (ammonium chloride), hydrobromide salt, C(O)([O-])=O.[Na+] (sodium hydrogen carbonate). Reagents/catalysts: [Fe] (iron). Run in C(Cl)(Cl)Cl (chloroform), CN(C=O)C (N,N-dimethylformamide), C(C)O.O (ethanol water), C(C)(=O)OCC (ethyl acetate). The product is NC1=CC=C2CCC(C(C2=C1Br)=O)(C)C (7-amino-8-bromo-2,2-dimethyl-3,4-dihydro-1(2H)-naphthalenone). Isolated yield 56.8%. Reaction SMILES: [CH3:1][C:2]1([CH3:16])[CH2:11][CH2:10][C:9]2[C:4](=[CH:5][C:6]([N+:12]([O-])=O)=[CH:7][CH:8]=2)[C:3]1=[O:15].[Cl-].[NH4+].[Br:19]Br.C(=O)([O-])O.[Na+]>C(Cl)(Cl)Cl.CN(C)C=O.C(OCC)(=O)C.[Fe].C(O)C.O>[NH2:12][C:6]1[C:5]([Br:19])=[C:4]2[C:9]([CH2:10][CH2:11][C:2]([CH3:16])([CH3:1])[C:3]2=[O:15])=[CH:8][CH:7]=1 |f:1.2,4.5,10.11|. Reported procedure: A mixture of Example 362A (1.05 g, 4.79 mmol) in 4:1 ethanol/water (20 mL) was reduced with iron (1.1 g) in the presence of ammonium chloride (0.12 g) using the procedure described in Example 275A. The crude product (0.91 g, 4.79 mmol) was treated with bromine (0.245 mL, 4.79 mmol) in 9 mL of chloroform and 0.9 mL of N,N-dimethylformamide following the procedure described in Example 275B. The obtained hydrobromide salt was treated with 10% sodium hydrogen carbonate in ethyl acetate. The ethyl ac... Starting materials: C1OC=2C=C(C=CC2OC1)NC1=NC=C(C(=N1)NC1=CC2=C(C=C1)OCCO2)C2=CC=CC=C2 (N2,N4-bis(3,4-ethylenedioxyphenyl)-5-phenyl-2,4-pyrimidinediamine), C1OC=2C=C(C=CC2OC1)NC1=NC=C(C(=N1)NC1=CC2=C(C=C1)OCCO2)Br (N2,N4-bis(3,4-ethylenedioxyphenyl)-5-bromo-2,4-pyrimidinediamine), O1C(=CC=C1)B(O)O (furan-2-boronic acid). The product is C1OC=2C=C(C=CC2OC1)NC1=NC=C(C(=N1)NC1=CC2=C(C=C1)OCCO2)C=2OC=CC2 (N2,N4-bis(3,4-ethylenedioxyphenyl)-5-(2-furanyl)-2,4-pyrimidinediamine). RXN SMILES: [CH2:1]1[CH2:10][O:9][C:8]2[CH:7]=[CH:6][C:5]([NH:11][C:12]3[N:17]=[C:16]([NH:18][C:19]4[CH:24]=[CH:23][C:22]5[O:25][CH2:26][CH2:27][O:28][C:21]=5[CH:20]=4)[C:15]([C:29]4C=C[CH:32]=[CH:31][CH:30]=4)=[CH:14][N:13]=3)=[CH:4][C:3]=2[O:2]1.C1COC2C=CC(NC3N=C(NC4C=CC5OCCOC=5C=4)C(Br)=CN=3)=CC=2[O:36]1.O1C=CC=C1B(O)O>>[CH2:1]1[CH2:10][O:9][C:8]2[CH:7]=[CH:6][C:5]([NH:11][C:12]3[N:17]=[C:16]([NH:18][C:19]4[CH:24]=[CH:23][C:22]5[O:25][CH2:26][CH2:27][O:28][C:21]=5[CH:20]=4)[C:15]([C:29]4[O:36][CH:32]=[CH:31][CH:30]=4)=[CH:14][N:13]=3)=[CH:4][C:3]=2[O:2]1. Procedure details: In a manner similar to the preparation of N2,N4-bis(3,4-ethylenedioxyphenyl)-5-phenyl-2,4-pyrimidinediamine, N2,N4-bis(3,4-ethylenedioxyphenyl)-5-bromo-2,4-pyrimidinediamine and furan-2-boronic acid were reacted to yield N2,N4-bis(3,4-ethylenedioxyphenyl)-5-(2-furanyl)-2,4-pyrimidinediamine. 1H NMR (CD3OD): δ 8.13 (s, 1H), 7.61 (d, 1H, J=1.8 Hz), 7.12 (d, 1H, J=2.4 Hz), 7.08 (d, 1H, J=2.4 Hz), 6.93 (td, 2H, J=2.4 and 8.7 Hz), 6.78 (d, 1H, J=8.7 Hz), 6.68 (d, 1H, J=8.7 Hz), 6.58 (d, 1H, J=2.4 Hz)... The reactants are CCO, Cl, [Na+], [OH-], O, CCOC(=O)C=CC=C(c1ccccc1)c1ccccc1. The product is O=C(O)C=CC=C(c1ccccc1)c1ccccc1. As a reaction SMILES: [CH3:26][CH2:27][OH:28].[ClH:24].[Na+:23].[OH-:22].[OH2:25].[c:1]1([C:7](=[CH:8][CH:9]=[CH:10][C:11](=[O:12])[O:13][CH2:14][CH3:15])[c:16]2[cH:17][cH:18][cH:19][cH:20][cH:21]2)[cH:2][cH:3][cH:4][cH:5][cH:6]1>>[c:1]1([C:7](=[CH:8][CH:9]=[CH:10][C:11](=[O:12])[OH:13])[c:16]2[cH:17][cH:18][cH:19][cH:20][cH:21]2)[cH:2][cH:3][cH:4][cH:5][cH:6]1. Reactants: C(C)OC1=NN(C=C1CCC(=O)OCC)CC=1C=CC(=NC1)OCC=1N=C(OC1C)C1=CC=CC=C1 (ethyl 3-[3-ethoxy-1-[2-(5-methyl-2-phenyl-4-oxazolylmethoxy)-5-pyridylmethyl]-1H-pyrazol-4-yl]propionate), [OH-].[Na+] (sodium hydroxide), O1CCCC1 (tetrahydrofuran), C(C)O (ethanol). Solvent: Cl (hydrochloric acid). Reaction conditions: time 3 hour. The product is C(C)OC1=NN(C=C1CCC(=O)O)CC=1C=CC(=NC1)OCC=1N=C(OC1C)C1=CC=CC=C1 (3-[3-ethoxy-1-[2-(5-methyl-2-phenyl-4-oxazolylmethoxy)-5-pyridylmethyl]-1H-pyrazol-4-yl]propionic acid). Isolated yield 82.3%. As a reaction SMILES: [CH2:1]([O:3][C:4]1[C:8]([CH2:9][CH2:10][C:11]([O:13]CC)=[O:12])=[CH:7][N:6]([CH2:16][C:17]2[CH:18]=[CH:19][C:20]([O:23][CH2:24][C:25]3[N:26]=[C:27]([C:31]4[CH:36]=[CH:35][CH:34]=[CH:33][CH:32]=4)[O:28][C:29]=3[CH3:30])=[N:21][CH:22]=2)[N:5]=1)[CH3:2].[OH-].[Na+].O1CCCC1.C(O)C>Cl>[CH2:1]([O:3][C:4]1[C:8]([CH2:9][CH2:10][C:11]([OH:13])=[O:12])=[CH:7][N:6]([CH2:16][C:17]2[CH:18]=[CH:19][C:20]([O:23][CH2:24][C:25]3[N:26]=[C:27]([C:31]4[CH:32]=[CH:33][CH:34]=[CH:35][CH:36]=4)[O:28][C:29]=3[CH3:30])=[N:21][CH:22]=2)[N:5]=1)[CH3:2] |f:1.2|. Procedure details: A mixture of ethyl 3-[3-ethoxy-1-[2-(5-methyl-2-phenyl-4-oxazolylmethoxy)-5-pyridylmethyl]-1H-pyrazol-4-yl]propionate (638 mg), 1 N aqueous sodium hydroxide solution (2.5 ml), tetrahydrofuran (5 ml), and ethanol (5 ml) was stirred at room temperature for 3 hours, diluted with 1 N hydrochloric acid (2.5 ml), and extracted with ethyl acetate. The ethyl acetate layer was washed with saturated aqueous sodium chloride solution, dried (MgSO4), and concentrated. The obtained colorless crystals were col...